This data is from the Open Reaction Database (ORD), a public repository of structured organic reaction records. The task is: describe an organic reaction: reactants, conditions, products, and yield The reactants are BrC(C1=CC=CC=C1)=C1CCN(CC1)C(C(=O)C1=CNC2=C(N=CC(=C12)OC)OC)=O (1-[4-(1-bromo-1-phenyl-methylene)-piperidin-1-yl]-2-(4,7-dimethoxy-6-azaindol-3-yl)-ethane-1,2-dione), C[Si](C)(C)C#C (trimethylsilylacetylene). Reagents/catalysts: C1=CC=C(C=C1)C#N.C1=CC=C(C=C1)C#N.Cl[Pd]Cl (PdCl2(PhCN)2), [Cu]I (CuI). Solvent: N1CCCCC1 (piperidine). Run at temperature 60 celsius. Product: C1(=CC=CC=C1)C(C#C[Si](C)(C)C)=C1CCN(CC1)C(C(=O)C1=CNC2=C(N=CC(=C12)OC)OC)=O (1-[4-(1-Phenyl-1-(2-trimethylsilylethyn-1-yl)-methylene)-piperidin-1-yl]-2-(4,7-dimethoxy-6-azaindol-3-yl)-ethane-1,2-dione). Isolated yield 38.8%. As a reaction SMILES: Br[C:2](=[C:9]1[CH2:14][CH2:13][N:12]([C:15](=[O:31])[C:16]([C:18]2[C:26]3[C:21](=[C:22]([O:29][CH3:30])[N:23]=[CH:24][C:25]=3[O:27][CH3:28])[NH:20][CH:19]=2)=[O:17])[CH2:11][CH2:10]1)[C:3]1[CH:8]=[CH:7][CH:6]=[CH:5][CH:4]=1.[CH3:32][Si:33]([C:36]#[CH:37])([CH3:35])[CH3:34]>N1CCCCC1.C1C=CC(C#N)=CC=1.C1C=CC(C#N)=CC=1.Cl[Pd]Cl.[Cu]I>[C:3]1([C:2](=[C:9]2[CH2:14][CH2:13][N:12]([C:15](=[O:31])[C:16]([C:18]3[C:26]4[C:21](=[C:22]([O:29][CH3:30])[N:23]=[CH:24][C:25]=4[O:27][CH3:28])[NH:20][CH:19]=3)=[O:17])[CH2:11][CH2:10]2)[C:37]#[C:36][Si:33]([CH3:35])([CH3:34])[CH3:32])[CH:8]=[CH:7][CH:6]=[CH:5][CH:4]=1 |f:3.4.5|. Reported procedure: As shown in Scheme 31 to a solution of 1-[4-(1-bromo-1-phenyl-methylene)-piperidin-1-yl]-2-(4,7-dimethoxy-6-azaindol-3-yl)-ethane-1,2-dione (0.094 g, 0.195 mmol), PdCl2(PhCN)2 (0.005 g, 0.0117 mmol), and CuI (0.005 g, 0.0252 mmol) in piperidine (1.5 mL) was added trimethylsilylacetylene (0.070 mL, 0.495 mmol). The mixture was heated at 60° C. for 2 h and the solvent removed in vacuo. The residue was diluted with EtOAc and H2O, the organic phase was separated and the aqueous phase was re-extracte... The reactants are C[SiH](Cl)C (Dimethylchlorosilane), norbornene carboxylate ester, C(C=C)(=O)OCC#C (propargyl acrylate), C1=CC=CC1 (cyclopentadiene). The reagents and catalysts are Karstedt catalyst. Conditions: temperature 70 celsius, time 3 hour. The product is propargyl ester, C12C(CC(C=C1)C2)C(=O)O (2-norborn-5-ene carboxylic acid). RXN SMILES: [C:1]([O:5]CC#C)(=[O:4])[CH:2]=[CH2:3].[CH:9]1[CH2:13][CH:12]=[CH:11][CH:10]=1.C[SiH](C)Cl>>[CH:11]12[CH2:12][CH:13]([CH:9]=[CH:10]1)[CH2:3][CH:2]2[C:1]([OH:5])=[O:4]. Procedure details: The propargyl ester of 2-norborn-5-ene carboxylic acid was prepared by Diels-Alder reaction of propargyl acrylate and cyclopentadiene at ambient temperature. Dimethylchlorosilane (56.4g) was added portionwise to 100 grams of this norbornene carboxylate ester and 0.16 g Karstedt catalyst under nitrogen at 70° C. After exotherming to 80° C., the mixture was stirred for 3 hours at 70° C., stripped under light vacuum and then distilled. The product, ##STR13## (84% purity by GC), distilled at 100°-10...